This data is from the Open Reaction Database (ORD), a public repository of structured organic reaction records. The task is: describe an organic reaction: reactants, conditions, products, and yield Reactants: COC(=O)Oc1cc([N+](=O)[O-])c(F)cc1C, CCO, CCOC(C)=O, O=[Pt]=O. The product is COC(=O)Oc1cc(N)c(F)cc1C. Reaction SMILES: [C:1]([O:2][c:3]1[c:4]([CH3:13])[cH:5][c:6]([F:12])[c:7]([N+:9]([O-:10])=[O:11])[cH:8]1)([O:14][CH3:15])=[O:16].[CH3:17][CH2:18][OH:19].[CH3:20][CH2:21][O:22][C:23](=[O:24])[CH3:25].[Pt:26](=[O:27])=[O:28]>>[C:1]([O:2][c:3]1[c:4]([CH3:13])[cH:5][c:6]([F:12])[c:7]([NH2:9])[cH:8]1)([O:14][CH3:15])=[O:16]. Starting materials: COc1ccc2c(c1)OCC(c1cccc(C(F)(F)F)c1)C2c1ccc(OCCN2CCCCC2)cc1, Cl, c1ccncc1. Yields the product Oc1ccc2c(c1)OCC(c1cccc(C(F)(F)F)c1)C2c1ccc(OCCN2CCCCC2)cc1. Reaction SMILES: [CH3:1][O:2][c:3]1[cH:4][cH:5][c:6]2[c:11]([cH:12]1)[O:10][CH2:9][CH:8]([c:13]1[cH:14][c:15]([C:19]([F:20])([F:21])[F:22])[cH:16][cH:17][cH:18]1)[CH:7]2[c:23]1[cH:24][cH:25][c:26]([O:29][CH2:30][CH2:31][N:32]2[CH2:33][CH2:34][CH2:35][CH2:36][CH2:37]2)[cH:27][cH:28]1.[ClH:38].[n:39]1[cH:40][cH:41][cH:42][cH:43][cH:44]1>>[OH:2][c:3]1[cH:4][cH:5][c:6]2[c:11]([cH:12]1)[O:10][CH2:9][CH:8]([c:13]1[cH:14][c:15]([C:19]([F:20])([F:21])[F:22])[cH:16][cH:17][cH:18]1)[CH:7]2[c:23]1[cH:24][cH:25][c:26]([O:29][CH2:30][CH2:31][N:32]2[CH2:33][CH2:34][CH2:35][CH2:36][CH2:37]2)[cH:27][cH:28]1. Starting materials: CCS(=O)(=O)Cl, CC(C)=O, CCOC(C)=O, Cl, O=C1NCCN1, c1ccccc1. Product: CCS(=O)(=O)N1CCNC1=O. Reaction SMILES: [CH2:7]([CH3:8])[S:9](=[O:10])(=[O:11])[Cl:12].[CH3:20][C:21](=[O:22])[CH3:23].[CH3:24][CH2:25][O:26][C:27](=[O:28])[CH3:29].[ClH:13].[O:1]=[C:2]1[NH:3][CH2:4][CH2:5][NH:6]1.[cH:14]1[cH:15][cH:16][cH:17][cH:18][cH:19]1>>[O:1]=[C:2]1[N:3]([S:9]([CH2:7][CH3:8])(=[O:10])=[O:11])[CH2:4][CH2:5][NH:6]1. The reactants are CS(=O)(=O)c1ccc(Oc2ncnc3c2cnn3C2CCNCC2)cc1, CCN(C(C)C)C(C)C, ClCCl, O=C(O)C(F)(F)F, O=C(Cl)c1nc2ccccc2s1. Yields the product CS(=O)(=O)c1ccc(Oc2ncnc3c2cnn3C2CCN(C(=O)c3nc4ccccc4s3)CC2)cc1. As a reaction SMILES: [CH3:8][S:9](=[O:10])(=[O:11])[c:12]1[cH:13][cH:14][c:15]([O:16][c:17]2[c:18]3[c:19]([n:20][cH:21][n:22]2)[n:23]([CH:26]2[CH2:27][CH2:28][NH:29][CH2:30][CH2:31]2)[n:24][cH:25]3)[cH:32][cH:33]1.[CH:46]([N:47]([CH:48]([CH3:49])[CH3:50])[CH2:51][CH3:52])([CH3:53])[CH3:54].[Cl:55][CH2:56][Cl:57].[F:1][C:2]([F:3])([F:4])[C:5]([OH:6])=[O:7].[s:34]1[c:35]([C:43](=[O:44])[Cl:45])[n:36][c:37]2[c:38]1[cH:39][cH:40][cH:41][cH:42]2>>[CH3:8][S:9](=[O:10])(=[O:11])[c:12]1[cH:13][cH:14][c:15]([O:16][c:17]2[c:18]3[c:19]([n:20][cH:21][n:22]2)[n:23]([CH:26]2[CH2:27][CH2:28][N:29]([C:43]([c:35]4[s:34][c:38]5[c:37]([n:36]4)[cH:42][cH:41][cH:40][cH:39]5)=[O:44])[CH2:30][CH2:31]2)[n:24][cH:25]3)[cH:32][cH:33]1. Isolated yield 50.0%. Run at time 30 minute. Procedure: To 280 mg (0.90 mM) of 1-ethyl-3-{[(4-methylphenyl)thio]methyl}quinoxalin-2(1H)-one and 75.8 mg (0.90 mM) in a mixture of 6 ml of THF/water (50/50) were added portion wise 1.1 g (1.8 mM) of oxone. The reaction mixture was maintained under stirring for 30 min and water was added. A precipitate was filtrated and washed thoroughly with water, to give, after drying, 154 mg of 1-ethyl-3-{[(4-methylphenyl)sulfonyl]methyl}quinoxalin-2(1H)-one as a solid. Yield: 50%. Yields the product C(C)N1C(C(=NC2=CC=CC=C12)CS(=O)(=O)C1=CC=C(C=C1)C)=O (1-ethyl-3-{[(4-methylphenyl)sulfonyl]methyl}quinoxalin-2(1H)-one). Run in C1CCOC1.O (THF water). Reaction SMILES: [CH2:1]([N:3]1[C:12]2[C:7](=[CH:8][CH:9]=[CH:10][CH:11]=2)[N:6]=[C:5]([CH2:13][S:14][C:15]2[CH:20]=[CH:19][C:18]([CH3:21])=[CH:17][CH:16]=2)[C:4]1=[O:22])[CH3:2].[OH:23]OS([O-])=O.[K+].[OH2:29]>C1COCC1.O>[CH2:1]([N:3]1[C:12]2[C:7](=[CH:8][CH:9]=[CH:10][CH:11]=2)[N:6]=[C:5]([CH2:13][S:14]([C:15]2[CH:16]=[CH:17][C:18]([CH3:21])=[CH:19][CH:20]=2)(=[O:23])=[O:29])[C:4]1=[O:22])[CH3:2] |f:1.2,4.5|. The reactants are OOS(=O)[O-].[K+] (oxone), C(C)N1C(C(=NC2=CC=CC=C12)CSC1=CC=C(C=C1)C)=O (1-ethyl-3-{[(4-methylphenyl)thio]methyl}quinoxalin-2(1H)-one), O (water). Reaction SMILES: Cl.Cl[CH2:3][CH2:4][N:5]([CH2:9][CH2:10]Cl)[CH2:6][CH2:7]Cl.[CH2:12]([O:14][CH2:15][CH2:16][OH:17])[CH3:13]>>[CH2:4]([N:5]([CH2:9][CH2:10][O:17][CH2:16][CH2:15][O:14][CH2:12][CH3:13])[CH2:6][CH2:7][O:17][CH2:16][CH2:15][O:14][CH2:12][CH3:13])[CH2:3][O:17][CH2:16][CH2:15][O:14][CH2:12][CH3:13] |f:0.1|. Reactants: Cl.ClCCN(CCCl)CCCl (tris-(2-chloroethyl)-amine hydrochloride), mixture ( a ), C(C)OCCO (2-ethoxyethanol). Reported procedure: 51.6 g (i.e., 0.215 mol) of tris-(2-chloroethyl)-amine hydrochloride were added to the above mixture (a). The mixture was subsequently heated at the reflux temperature of the 2-ethoxyethanol for 12 hours and the solvent was then distilled under reduced pressure. The excess sodium 2-ethoxyethanolate was neutralized by adding 12 cm3 of aqueous HCl (10 N) thereto. The sodium chloride was filtered off and the solution was distilled. The tris-(3,6-dioxaoctyl)-amine distilled between 200° C. and 210° ... Product: C(COCCOCC)N(CCOCCOCC)CCOCCOCC (tris-(3,6-dioxaoctyl)-amine). The yield is 68.0%. Reactants: NC1=NC=CC=C1O (2-amino-3-pyridinol), [OH-].[Na+] (sodium hydroxide), ClCCCCCCCCCCCC (1-chlorododecane). Reagents/catalysts: [Cl-].C[N+](CCCCCCCC)(CCCCCCCC)CCCCCCCC (methyl-tri-octylammonium chloride). Run in C1=CC=CC=C1 (benzene). Run at temperature 80 celsius, time 8 hour. Product: C(CCCCCCCCCCC)OC=1C(=NC=CC1)N (3-(dodecyloxy)-2-pyridinamine). Yield: 75.4%. Reaction SMILES: [NH2:1][C:2]1[C:7]([OH:8])=[CH:6][CH:5]=[CH:4][N:3]=1.[OH-].[Na+].Cl[CH2:12][CH2:13][CH2:14][CH2:15][CH2:16][CH2:17][CH2:18][CH2:19][CH2:20][CH2:21][CH2:22][CH3:23]>[Cl-].C[N+](CCCCCCCC)(CCCCCCCC)CCCCCCCC.C1C=CC=CC=1>[CH2:23]([O:8][C:7]1[C:2]([NH2:1])=[N:3][CH:4]=[CH:5][CH:6]=1)[CH2:22][CH2:21][CH2:20][CH2:19][CH2:18][CH2:17][CH2:16][CH2:15][CH2:14][CH2:13][CH3:12] |f:1.2,4.5|. Reported procedure: A mixture of 2-amino-3-pyridinol (0.10 mol), sodium hydroxide (50%) (30 ml), 1-chlorododecane (0.20 mol) and methyl-tri-octylammonium chloride (8 g) in benzene (300 ml) was stirred overnight at 80° C. The reaction mixture was cooled. The organic layer was separated, washed with 2N NaOH, dried (MgSO4), filtered and the solvent was evaporated. The residue was cooled and the resulting precipitate was filtered off, washed with hexane, petroleum ether and dried, yielding 21 g (75%) of 3-(dodecyloxy)-... Starting materials: C(C1=CC=CC=C1)OC(=O)NCCSCC([C@H](NOC(C)(C)C)C(=O)O)=C=O (S-(2-Benzyloxycarbonylaminoethyl)-N-tert-butoxy-carbonyl-L-homocysteine), C1N[C@@H](CC2=CC=CC=C12)C(=O)OCC (ethyl 1,2,3,4-tetrahydroisoquinoline-3-(S)-carboxylate), C(C1=CC=CC=C1)OC(=O)NCCSCC[C@H](NC(=O)OC(C)(C)C)C(=O)N1CC2=CC=CC=C2C[C@H]1C(=O)OCC (ethyl N-[S-(2-benzyloxycarbonylaminoethyl)-N-tert-butoxycarbonyl-L-homocysteinyl]-1,2,3,4-tetrahydroisoquinoline-3-(S)-carboxylate), C(C1=CC=CC=C1)OC(=O)NCCSCC[C@H](NC(=O)OC(C)(C)C)C(=O)N1CC2=CC=CC=C2C[C@H]1C(=O)OCC (ethyl N-[S-(2-benzyloxycarbonylaminoethyl)-N-tert-butoxycarbonyl-L-homocysteinyl]-1,2,3,4-tetrahydroisoquinoline-3-(S)-carboxylate), FC(C(=O)[O-])(F)F (trifluoroacetate). Product: C(C1=CC=CC=C1)OC(=O)NCCSCC[C@H](N)C(=O)N1CC2=CC=CC=C2C[C@H]1C(=O)OCC (ethyl N-[S-(2-benzyloxycarbonylaminoethyl)-L-homocysteinyl]1,2,3,4-tetrahydroisoquinoline-3-(S)-carboxylate). RXN SMILES: C(OC(NCCSCC(=C=O)[C@@H](C(O)=O)NOC(C)(C)C)=O)C1C=CC=CC=1.C1C2C(=CC=CC=2)C[C@@H](C(OCC)=O)N1.[CH2:44]([O:51][C:52]([NH:54][CH2:55][CH2:56][S:57][CH2:58][CH2:59][C@@H:60]([C:69]([N:71]1[C@H:80]([C:81]([O:83][CH2:84][CH3:85])=[O:82])[CH2:79][C:78]2[C:73](=[CH:74][CH:75]=[CH:76][CH:77]=2)[CH2:72]1)=[O:70])[NH:61]C(OC(C)(C)C)=O)=[O:53])[C:45]1[CH:50]=[CH:49][CH:48]=[CH:47][CH:46]=1.FC(F)(F)C([O-])=O>>[CH2:44]([O:51][C:52]([NH:54][CH2:55][CH2:56][S:57][CH2:58][CH2:59][C@@H:60]([C:69]([N:71]1[C@H:80]([C:81]([O:83][CH2:84][CH3:85])=[O:82])[CH2:79][C:78]2[C:73](=[CH:74][CH:75]=[CH:76][CH:77]=2)[CH2:72]1)=[O:70])[NH2:61])=[O:53])[C:45]1[CH:50]=[CH:49][CH:48]=[CH:47][CH:46]=1. Procedure details: S-(2-Benzyloxycarbonylaminoethyl)-N-tert-butoxy-carbonyl-L-homocysteine (2.14 g., 0.00518 mole) and ethyl 1,2,3,4-tetrahydroisoquinoline-3-(S)-carboxylate (1.12 g., 0.00545 mole) were coupled via the procedure described in Example 5 to give 2.24 g. (72%) of ethyl N-[S-(2-benzyloxycarbonylaminoethyl)-N-tert-butoxycarbonyl-L-homocysteinyl]-1,2,3,4-tetrahydroisoquinoline-3-(S)-carboxylate (1); an oil. Compound 1 (1.10 g., 0.00183 mole) was stirred for 50 minutes at room temperature with 25 ml of tr... Reactants: ClCCOC1=CC=C(OC(C(=O)OCC)(C)C)C=C1 (ethyl 2-[4-(2-chloroethoxy)phenoxy]-2-methylpropanoate), [OH-].[Na+] (NaOH), C(C1=CC=CC=C1)(=O)C1=CC2=C(N=CS2=O)C=C1 (6-benzoyl-benzothiazolinone), C(=O)([O-])[O-].[K+].[K+] (K2CO3). Solvent: CN(C)C=O (DMF), O (water). Reaction conditions: temperature 120 celsius. Yields the product C(C1=CC=CC=C1)(=O)C1=CC2=C(N(C(S2)=O)CCOC2=CC=C(OC(C(=O)OCC)(C)C)C=C2)C=C1 (Ethyl 2-{4-[2-(6-benzoyl-2-oxo-1,3-benzothiazol-3(2H)-yl)ethoxy]phenoxy}-2-methylpropanoate). Reaction SMILES: [C:1]([C:9]1[CH:18]=[CH:17][C:12]2[N:13]=[CH:14][S:15](=O)[C:11]=2[CH:10]=1)(=[O:8])[C:2]1[CH:7]=[CH:6][CH:5]=[CH:4][CH:3]=1.C([O-])([O-])=[O:20].[K+].[K+].Cl[CH2:26][CH2:27][O:28][C:29]1[CH:43]=[CH:42][C:32]([O:33][C:34]([CH3:41])([CH3:40])[C:35]([O:37][CH2:38][CH3:39])=[O:36])=[CH:31][CH:30]=1.[OH-].[Na+]>CN(C=O)C.O>[C:1]([C:9]1[CH:18]=[CH:17][C:12]2[N:13]([CH2:26][CH2:27][O:28][C:29]3[CH:43]=[CH:42][C:32]([O:33][C:34]([CH3:41])([CH3:40])[C:35]([O:37][CH2:38][CH3:39])=[O:36])=[CH:31][CH:30]=3)[C:14](=[O:20])[S:15][C:11]=2[CH:10]=1)(=[O:8])[C:2]1[CH:7]=[CH:6][CH:5]=[CH:4][CH:3]=1 |f:1.2.3,5.6|. Procedure details: To a solution, heated at 80° C. for 2 hours, of 6-benzoyl-benzothiazolinone (6.7 mmol) in the presence of K2CO3 in 20 ml of DMF there is added ethyl 2-[4-(2-chloroethoxy)phenoxy]-2-methylpropanoate. The reaction mixture is heated at 120° C. for 5 days, cooled, hydrolysed using 100 ml of water and rendered alkaline using 1N NaOH. The precipitate obtained is filtered off and then recrystallised from cyclohexane to yield the title compound in the form of a white powder. Starting materials: ClC1=CC(=NC(=N1)SC=1C=C2C=CC(=NC2=C(C1)F)C)NC1=CC(=NN1)C (6-chloro-2-(8-fluoro-2-methylquinolin-6-ylthio)-N-(3-methyl-1H-pyrazol-5-yl)pyrimidin-4-amine), CN1CCC(CC1)N1CCNCC1 (1-(1-methylpiperidin-4-yl)piperazine), C(C)(C)N(CC)C(C)C (diisopropylethylamine). The solvent is C(CCC)O (nBuOH). Conditions: temperature 90 celsius. Yields the product FC=1C=C(C=C2C=CC(=NC12)C)SC1=NC(=CC(=N1)NC1=CC(=NN1)C)N1CCN(CC1)C1CCN(CC1)C (2-(8-fluoro-2-methylquinolin-6-ylthio)-N-(3-methyl-1H-pyrazol-5-yl)-6-(4-(1-methylpiperidin-4-yl)piperazin-1-yl)pyrimidin-4-amine). Isolated yield 30.3%. RXN SMILES: Cl[C:2]1[N:7]=[C:6]([S:8][C:9]2[CH:10]=[C:11]3[C:16](=[C:17]([F:19])[CH:18]=2)[N:15]=[C:14]([CH3:20])[CH:13]=[CH:12]3)[N:5]=[C:4]([NH:21][C:22]2[NH:26][N:25]=[C:24]([CH3:27])[CH:23]=2)[CH:3]=1.[CH3:28][N:29]1[CH2:34][CH2:33][CH:32]([N:35]2[CH2:40][CH2:39][NH:38][CH2:37][CH2:36]2)[CH2:31][CH2:30]1.C(N(C(C)C)CC)(C)C>C(O)CCC>[F:19][C:17]1[CH:18]=[C:9]([S:8][C:6]2[N:5]=[C:4]([NH:21][C:22]3[NH:26][N:25]=[C:24]([CH3:27])[CH:23]=3)[CH:3]=[C:2]([N:38]3[CH2:37][CH2:36][N:35]([CH:32]4[CH2:33][CH2:34][N:29]([CH3:28])[CH2:30][CH2:31]4)[CH2:40][CH2:39]3)[N:7]=2)[CH:10]=[C:11]2[C:16]=1[N:15]=[C:14]([CH3:20])[CH:13]=[CH:12]2. Reported procedure: To a stirred mixture of 6-chloro-2-(8-fluoro-2-methylquinolin-6-ylthio)-N-(3-methyl-1H-pyrazol-5-yl)pyrimidin-4-amine (200 mg, 0.5 mmol), 1-(1-methylpiperidin-4-yl)piperazine (367 mg, 2 mmol) and diisopropylethylamine (194 mg, 1.5 mmol) in nBuOH (5 ml) was heated to 90° C. for 18 hours. The crude mixture was concentrated in vacuo and the residue was partitioned between ethyl acetate and water. The organic layer was further extracted with water. The combined organic layers were washed with brine,...